Dataset: the Open Reaction Database (ORD), a public repository of structured organic reaction records. Task: describe an organic reaction: reactants, conditions, products, and yield Yields the product CC(=O)OCC(COC(C)=O)=NO. As a reaction SMILES: [C:1]([CH3:2])(=[O:3])[O:4][CH2:5][C:6]([CH2:7][O:8][C:9]([CH3:10])=[O:11])=[O:12].[ClH:13].[NH2:14][OH:15]>>[C:1]([CH3:2])(=[O:3])[O:4][CH2:5][C:6]([CH2:7][O:8][C:9]([CH3:10])=[O:11])=[N:14][OH:15]. Reactants: CC(=O)OCC(=O)COC(C)=O, Cl, NO. The reactants are CC(=CC(=O)OCC)C(C)C (Ethyl 3,4-dimethyl-2-pentenoate), S(=O)(Cl)Cl (thionyl chloride), Cl (hydrochloric acid). Solvent: C1=CC=CC=C1 (benzene). Product: CC(=CC(=O)Cl)C(C)C (3,4-Dimethyl-2-pentenoylchloride). Reaction SMILES: [CH3:1][C:2]([CH:9]([CH3:11])[CH3:10])=[CH:3][C:4](OCC)=[O:5].S(Cl)([Cl:14])=O.Cl>C1C=CC=CC=1>[CH3:1][C:2]([CH:9]([CH3:11])[CH3:10])=[CH:3][C:4]([Cl:14])=[O:5]. Procedure details: 3,4-Dimethyl-2-pentenoic acid (XI, 4.1 g) was heated to a gentle boil with thionyl chloride (50 g) in benzene (50 mL) until the generation of hydrochloric acid gas ceased. Removal of the excess thionyl chloride and benzene by evaporation in vacuo followed by a distillation of the reaction product gave pure 3,4-dimethyl-2-pentenoylchloride (IX, 64° C. (9.5 mm)). Yield: 85.6%. Reported procedure: A mixture of 336 mg (0.7 mmol.) 4′-[[[2-[3-Cyano-phenoxy]-pyridine-3-carbonyl]-amino]-methyl]-3′-fluoro-biphenyl-3-carboxylic acid methyl ester and 0.8 mL (0.8 mmol.) 1.0 N LiOH in 20 mL tetrahydrofuran and 2 mL water was stirred at ambient temperature for 18 hours. The mixture was poured into water, acidified to pH 1 with 1N HCl, then extracted with ethyl acetate. The ethyl acetate extracts were combined, washed successively with water, brine then dried (MgSO4) and concentrated in vacuo to give... The product is C(#N)C=1C=C(OC2=NC=CC=C2C(=O)NCC2=C(C=C(C=C2)C2=CC(=CC=C2)C(=O)O)F)C=CC1 (4′-[[[2-[3-cyano-phenoxy]-pyridine-3-carbonyl]-amino]-methyl]-3′-fluoro-biphenyl-3-carboxylic acid). Reaction SMILES: C[O:2][C:3]([C:5]1[CH:6]=[C:7]([C:11]2[CH:16]=[CH:15][C:14]([CH2:17][NH:18][C:19]([C:21]3[C:22]([O:27][C:28]4[CH:33]=[CH:32][CH:31]=[C:30]([C:34]#[N:35])[CH:29]=4)=[N:23][CH:24]=[CH:25][CH:26]=3)=[O:20])=[C:13]([F:36])[CH:12]=2)[CH:8]=[CH:9][CH:10]=1)=[O:4].[Li+].[OH-].Cl.CO.ClCCl>O1CCCC1.O>[C:34]([C:30]1[CH:29]=[C:28]([CH:33]=[CH:32][CH:31]=1)[O:27][C:22]1[C:21]([C:19]([NH:18][CH2:17][C:14]2[CH:15]=[CH:16][C:11]([C:7]3[CH:8]=[CH:9][CH:10]=[C:5]([C:3]([OH:4])=[O:2])[CH:6]=3)=[CH:12][C:13]=2[F:36])=[O:20])=[CH:26][CH:25]=[CH:24][N:23]=1)#[N:35] |f:1.2,4.5|. Starting materials: COC(=O)C=1C=C(C=CC1)C1=CC(=C(C=C1)CNC(=O)C=1C(=NC=CC1)OC1=CC(=CC=C1)C#N)F (4′-[[[2-[3-Cyano-phenoxy]-pyridine-3-carbonyl]-amino]-methyl]-3′-fluoro-biphenyl-3-carboxylic acid methyl ester), [Li+].[OH-] (LiOH), CO.ClCCl (methanol dichloromethane), Cl (HCl). Reaction conditions: time 18 hour. The solvent is O1CCCC1 (tetrahydrofuran), O (water), O (water).